This data is from the Open Reaction Database (ORD), a public repository of structured organic reaction records. The task is: describe an organic reaction: reactants, conditions, products, and yield Reactants: C(C)(C)(C)OC(=O)N1CC(CC1)N1C(=NC(=C1)C1=CC(=C(C=C1)F)C(F)(F)F)C1CCNCC1 (3-[4-(4-fluoro-3-trifluoromethyl-phenyl)-2-piperidin-4-yl-imidazol-1-yl]-pyrrolidine-1-carboxylic acid tert-butyl ester), C(C)N(C(C)C)C(C)C (ethyl-diisopropyl-amine), NC1=NC=NC(=C1C#N)Cl (4-amino-6-chloro-pyrimidine-5-carbonitrile). The solvent is C(C)#N (acetonitrile). Conditions: time 1 hour. The product is NC1=C(C(=NC=N1)N1CCC(CC1)C=1N(C=C(N1)C1=CC(=C(C=C1)F)C(F)(F)F)C1CN(CC1)C(=O)OC(C)(C)C)C#N (tert-butyl 3-(2-(1-(6-amino-5-cyanopyrimidin-4-yl)piperidin-4-yl)-4-(4-fluoro-3-(trifluoromethyl)phenyl)-1H-imidazol-1-yl)pyrrolidine-1-carboxylate). RXN SMILES: [C:1]([O:5][C:6]([N:8]1[CH2:12][CH2:11][CH:10]([N:13]2[CH:17]=[C:16]([C:18]3[CH:23]=[CH:22][C:21]([F:24])=[C:20]([C:25]([F:28])([F:27])[F:26])[CH:19]=3)[N:15]=[C:14]2[CH:29]2[CH2:34][CH2:33][NH:32][CH2:31][CH2:30]2)[CH2:9]1)=[O:7])([CH3:4])([CH3:3])[CH3:2].C(N(C(C)C)C(C)C)C.[NH2:44][C:45]1[C:50]([C:51]#[N:52])=[C:49](Cl)[N:48]=[CH:47][N:46]=1>C(#N)C>[NH2:44][C:45]1[N:46]=[CH:47][N:48]=[C:49]([N:32]2[CH2:33][CH2:34][CH:29]([C:14]3[N:13]([CH:10]4[CH2:11][CH2:12][N:8]([C:6]([O:5][C:1]([CH3:4])([CH3:2])[CH3:3])=[O:7])[CH2:9]4)[CH:17]=[C:16]([C:18]4[CH:23]=[CH:22][C:21]([F:24])=[C:20]([C:25]([F:27])([F:26])[F:28])[CH:19]=4)[N:15]=3)[CH2:30][CH2:31]2)[C:50]=1[C:51]#[N:52]. Procedure details: 3-[4-(4-fluoro-3-trifluoromethyl-phenyl)-2-piperidin-4-yl-imidazol-1-yl]-pyrrolidine-1-carboxylic acid tert-butyl ester (109.27 mg; 0.23 mmol; 1.00 eq.) in acetonitrile 2 ml was added ethyl-diisopropyl-amine (0.08 ml; 0.45 mmol; 2.00 eq.) and 4-amino-6-chloro-pyrimidine-5-carbonitrile (35.00 mg; 0.23 mmol; 1.00 eq.), the reaction mixture was stirred at RT for 1 hr, lc-ms showed desired as major product, removed off solvent, got residue, which as title compound directly using for the next step re... The reactants are ClC=1C=NN(C1C=1C=C(SC1C)C(=O)N[C@@H](CC1CCCCC1)CN1C(C2=CC=CC=C2C1=O)=O)C (4-(4-chloro-1-methyl-1H-pyrazol-5-yl)-N-{(1S)-2-cyclohexyl-1-[(1,3-dioxo-1,3-dihydro-2H-isoindol-2-yl)methyl]ethyl}-5-methyl-2-thiophenecarboxamide), NN (hydrazine). Run in O1CCCC1 (tetrahydrofuran), CO (methanol). Conditions: time 12 hour. Yields the product NC[C@H](CC1CCCCC1)NC(=O)C=1SC(=C(C1)C1=C(C=NN1C)Cl)C (N-[(1S)-2-amino-1-(cyclohexylmethyl)ethyl]-4-(4-chloro-1-methyl-1H-pyrazol-5-yl)-5-methyl-2-thiophenecarboxamide). The yield is 61.4%. As a reaction SMILES: [Cl:1][C:2]1[CH:3]=[N:4][N:5]([CH3:36])[C:6]=1[C:7]1[CH:8]=[C:9]([C:13]([NH:15][C@H:16]([CH2:24][N:25]2C(=O)C3C(=CC=CC=3)C2=O)[CH2:17][CH:18]2[CH2:23][CH2:22][CH2:21][CH2:20][CH2:19]2)=[O:14])[S:10][C:11]=1[CH3:12].NN>O1CCCC1.CO>[NH2:25][CH2:24][C@@H:16]([NH:15][C:13]([C:9]1[S:10][C:11]([CH3:12])=[C:7]([C:6]2[N:5]([CH3:36])[N:4]=[CH:3][C:2]=2[Cl:1])[CH:8]=1)=[O:14])[CH2:17][CH:18]1[CH2:19][CH2:20][CH2:21][CH2:22][CH2:23]1. Reported procedure: To a solution of 4-(4-chloro-1-methyl-1H-pyrazol-5-yl)-N-{(1S)-2-cyclohexyl-1-[(1,3-dioxo-1,3-dihydro-2H-isoindol-2-yl)methyl]ethyl}-5-methyl-2-thiophenecarboxamide (231 mg, 0.44 mmol) in tetrahydrofuran (2.20 ml) and methanol (2.20 ml) at 25° C. was added hydrazine (0.14 ml, 4.40 mmol) dropwise. After 12 h, the solution was concentrated, dry loaded onto silica and purified by column chromatography (5% MeOH in DCM (1% NH4OH)). The free base was then transferred to the HCl salt adding excess 4M H... Starting materials: OC=1C2=C(SC1C(OC)=N)C=CC=C2 (Methyl 3-hydroxy-benzo(b)thiophene-2-carboximidate), CO (methanol), C(C)(C)O (isopropanol). Yields the product OC=1C2=C(SC1C(OC(C)C)=N)C=CC=C2 (Isopropyl 3-hydroxy-benzo[b]thiophene-2-carboximidate). RXN SMILES: OC1[C:3]2[CH:14]=[CH:13][CH:12]=[CH:11][C:4]=2[S:5][C:6]=1[C:7](=[NH:10])OC.[CH3:15][OH:16].[CH:17]([OH:20])([CH3:19])[CH3:18]>>[OH:16][C:15]1[C:3]2[CH:14]=[CH:13][CH:12]=[CH:11][C:4]=2[S:5][C:6]=1[C:7](=[NH:10])[O:20][CH:17]([CH3:19])[CH3:18]. Procedure: 20 g of methyl 3-hydroxy-benzo[b]thiophene-2-carboximidate (Example 1) are heated under reflux in 500 ml of isopropanol for three days. The methanol being formed is constantly distilled off by passing through a stream of nitrogen. Evaporation to dryness and recrystallization of the residue from ethyl acetate yields yellow crystals with an m.p. 208° C. The reactants are [O-]CC.[Na+] (sodium ethoxide), Cl.BrC=1C=C(C=CC1)NN (1-(3-bromophenyl)hydrazine hydrochloride), CC(C(=O)OCC)C(=O)OCC (Diethyl 2-methylmalonate). The solvent is C(C)O (ethanol), C(C)O (ethanol). Reaction conditions: temperature 90 celsius, time 16 hour. Product: BrC=1C=C(C=CC1)N1NC(C(=C1O)C)=O (1-(3-bromophenyl)-5-hydroxy-4-methyl-1,2-dihydro-3H-pyrazol-3-one). Isolated yield 10.3%. Reaction SMILES: Cl.[Br:2][C:3]1[CH:4]=[C:5]([NH:9][NH2:10])[CH:6]=[CH:7][CH:8]=1.[O-]CC.[Na+].[CH3:15][CH:16]([C:22](OCC)=[O:23])[C:17](OCC)=[O:18]>C(O)C>[Br:2][C:3]1[CH:4]=[C:5]([N:9]2[C:22]([OH:23])=[C:16]([CH3:15])[C:17](=[O:18])[NH:10]2)[CH:6]=[CH:7][CH:8]=1 |f:0.1,2.3|. Reported procedure: To a suspension of 1-(3-bromophenyl)hydrazine hydrochloride (1.0 g, 4.47 mmol) in ethanol (8.9 mL) was added dropwise 2.0 M sodium ethoxide in ethanol (0.77 mL, 9.84 mmol, 2.2 eq.). Diethyl 2-methylmalonate (0.85 mL, 4.92 mmol, 1.1 eq.) was then added. The reaction mixture was stirred at 90° C. for 16 hours and then quenched with 2 N aqueous hydrochloric acid (50 mL). The reaction was extracted with ethyl acetate (3×50 mL), and the combined organic layers were dried (MgSO4), filtered, and evapor... Starting materials: C1CCOC1, CCOC(C)=O, N#Cc1cc(Cl)nc(SCc2ccc3ccccc3c2)n1, [NH4+], [OH-]. Product: N#Cc1cc(N)nc(SCc2ccc3ccccc3c2)n1. As a reaction SMILES: [CH2:22]1[O:23][CH2:24][CH2:25][CH2:26]1.[CH3:29][CH2:30][O:31][C:32](=[O:33])[CH3:34].[Cl:1][c:2]1[cH:3][c:4]([C:20]#[N:21])[n:5][c:6]([S:8][CH2:9][c:10]2[cH:11][c:12]3[cH:13][cH:14][cH:15][cH:16][c:17]3[cH:18][cH:19]2)[n:7]1.[NH4+:28].[OH-:27]>>[c:2]1([NH2:28])[cH:3][c:4]([C:20]#[N:21])[n:5][c:6]([S:8][CH2:9][c:10]2[cH:11][c:12]3[cH:13][cH:14][cH:15][cH:16][c:17]3[cH:18][cH:19]2)[n:7]1. Reactants: crude product, C(C)N1N=CC=C1O (1-ethyl-5-hydroxypyrazole), C1(CCCCC1)N=C=NC1CCCCC1 (N,N'-dicyclohexyl carbodiimide), ClC1=C(C(=O)O)C=CC(=C1OCCOC)S(=O)(=O)C (2-chloro-4-methanesulfonyl-3-(2-methoxy)ethoxybenzoic acid), C([O-])([O-])=O.[K+].[K+] (potassium carbonate). Run in C(C)(C)(CC)O (t-amyl alcohol). Product: ClC1=C(C(=O)C=2C=NN(C2O)CC)C=CC(=C1OCCOC)S(=O)(=O)C (4-(2-chloro-4-methanesulfonyl-3-(2-methoxy)ethoxybenzoyl)-1-ethyl-5-hydroxypyrazole). As a reaction SMILES: [Cl:1][C:2]1[C:10]([O:11][CH2:12][CH2:13][O:14][CH3:15])=[C:9]([S:16]([CH3:19])(=[O:18])=[O:17])[CH:8]=[CH:7][C:3]=1[C:4]([OH:6])=O.C(=O)([O-])[O-].[K+].[K+].[CH2:26]([N:28]1[C:32]([OH:33])=[CH:31][CH:30]=[N:29]1)[CH3:27].C1(N=C=NC2CCCCC2)CCCCC1>C(O)(CC)(C)C>[Cl:1][C:2]1[C:10]([O:11][CH2:12][CH2:13][O:14][CH3:15])=[C:9]([S:16]([CH3:19])(=[O:18])=[O:17])[CH:8]=[CH:7][C:3]=1[C:4]([C:31]1[CH:30]=[N:29][N:28]([CH2:26][CH3:27])[C:32]=1[OH:33])=[O:6] |f:1.2.3|. Procedure details: 1.2 g of the crude product of 2-chloro-4-methanesulfonyl-3-(2-methoxy)ethoxybenzoic acid, 0.3 g of potassium carbonate, 0.45 g of 1-ethyl-5-hydroxypyrazole and 0.77 g of N,N'-dicyclohexyl carbodiimide were put into 40 ml of t-amyl alcohol, and the mixture was stirred under heating at a temperature of from 80° to 90° C. for from 4 to 5 hours. The solvent was distilled off, and a dilute potassium carbonate aqueous solution was added to the residue. The mixture was washed with chloroform. The aqueo... Starting materials: CN(C)CC1=CC2=C(CN(CC2)C(C2=CC=C(C=C2)C(C2=CC(=CC(=C2)Cl)Cl)=O)=O)O1 (N,N-Dimethyl-[6-[4-(3,5-dichlorobenzoyl)benzoyl]-4,5,6,7-tetrahydrofuro[2,3-c]pyridin-2-ylmethyl]amine), Cl (hydrogen chloride). Run in CO (methanol), C(C)(=O)OCC (ethyl acetate). Yields the product Cl.CN(C)CC1=CC2=C(CN(CC2)C(C2=CC=C(C=C2)C(C2=CC(=CC(=C2)Cl)Cl)=O)=O)O1 (N,N-dimethyl-[6-[4-(3,5-dichlorobenzoyl)benzoyl]-4,5,6,7-tetrahydrofuro[2,3-c]pyridin-2-ylmethyl]amine hydrochloride). Reaction SMILES: [CH3:1][N:2]([CH2:4][C:5]1[O:31][C:8]2[CH2:9][N:10]([C:13](=[O:30])[C:14]3[CH:19]=[CH:18][C:17]([C:20](=[O:29])[C:21]4[CH:26]=[C:25]([Cl:27])[CH:24]=[C:23]([Cl:28])[CH:22]=4)=[CH:16][CH:15]=3)[CH2:11][CH2:12][C:7]=2[CH:6]=1)[CH3:3].Cl>CO.C(OCC)(=O)C>[ClH:27].[CH3:3][N:2]([CH2:4][C:5]1[O:31][C:8]2[CH2:9][N:10]([C:13](=[O:30])[C:14]3[CH:19]=[CH:18][C:17]([C:20](=[O:29])[C:21]4[CH:22]=[C:23]([Cl:28])[CH:24]=[C:25]([Cl:27])[CH:26]=4)=[CH:16][CH:15]=3)[CH2:11][CH2:12][C:7]=2[CH:6]=1)[CH3:1] |f:4.5|. Procedure details: N,N-Dimethyl-[6-[4-(3,5-dichlorobenzoyl)benzoyl]-4,5,6,7-tetrahydrofuro[2,3-c]pyridin-2-ylmethyl]amine 0.140 g was dissolved in 2 ml of methanol; hydrogen chloride in ethyl acetate was added in excess, followed by stirring. This mixture was then concentrated and washed with diethyl ether to yield the desired product. Reactants: O=C(CBr)c1ccc(F)cc1, CCO, Cl, N#C[K], O. Reaction SMILES: [Br:1][CH2:2][C:3](=[O:4])[c:5]1[cH:6][cH:7][c:8]([F:11])[cH:9][cH:10]1.[CH3:16][CH2:17][OH:18].[ClH:15].[K:12][C:13]#[N:14].[OH2:19]>>[CH2:2]([C:3](=[O:4])[c:5]1[cH:6][cH:7][c:8]([F:11])[cH:9][cH:10]1)[C:13]#[N:14]. Yields the product N#CCC(=O)c1ccc(F)cc1. The reactants are Cl, F[B-](F)(F)F, [H+], O=N[O-], CCCCCC1CCC(c2ccc(N)cc2)OC1, [Na+], O. The product is CCCCCC1CCC(c2ccc(F)cc2)OC1. Reaction SMILES: [ClH:29].[F:24][B-:25]([F:26])([F:27])[F:28].[H+:23].[N:19]([O-:20])=[O:21].[NH2:1][c:2]1[cH:3][cH:4][c:5]([CH:8]2[O:9][CH2:10][CH:11]([CH2:14][CH2:15][CH2:16][CH2:17][CH3:18])[CH2:12][CH2:13]2)[cH:6][cH:7]1.[Na+:22].[OH2:30]>>[c:2]1([F:24])[cH:3][cH:4][c:5]([CH:8]2[O:9][CH2:10][CH:11]([CH2:14][CH2:15][CH2:16][CH2:17][CH3:18])[CH2:12][CH2:13]2)[cH:6][cH:7]1. Starting materials: C(=C)C1=CC=C(C#N)C=C1 (4-vinylbenzonitrile), Cl.NO (hydroxylamine hydrochloride), C([O-])(O)=O.[Na+] (sodium bicarbonate). The solvent is C(C)(=O)OCC (ethyl acetate), CC(C)O (2-propanol). Conditions: temperature 80 celsius. Yields the product ON=C(C1=CC=C(C=C1)C=C)N (N′-hydroxy-4-vinylbenzimidamide). Yield: 96.7%. RXN SMILES: [CH:1]([C:3]1[CH:10]=[CH:9][C:6]([C:7]#[N:8])=[CH:5][CH:4]=1)=[CH2:2].Cl.[NH2:12][OH:13].C(=O)(O)[O-].[Na+]>CC(O)C.C(OCC)(=O)C>[OH:13][N:12]=[C:7]([NH2:8])[C:6]1[CH:9]=[CH:10][C:3]([CH:1]=[CH2:2])=[CH:4][CH:5]=1 |f:1.2,3.4|. Reported procedure: To a mixture of 4-vinylbenzonitrile (4.36 g, 33.8 mmol) and hydroxylamine hydrochloride (4.69 g, 67.5 mmol) in 2-propanol (50 mL) was added sodium bicarbonate (11.34 g, 135 mmol). The reaction mixture was heated at 80° C. for 2 hours. The reaction mixture was diluted with ethyl acetate and washed with water. The organic layer was dried MgSO4, filtered, and concentrated to yield 5.3 g of N′-hydroxy-4-vinylbenzimidamide. MS (m+1)=163. HPLC Peak RT=0.53 minutes (Analytical Method B).